Dataset: the Open Reaction Database (ORD), a public repository of structured organic reaction records. Task: describe an organic reaction: reactants, conditions, products, and yield Starting materials: [Li]C(C)(C)C (t-BuLi), CC(C)NC(=O)C1=CC2=C(CCN(CC2)C(=O)OC(C)(C)C)C=C1 (1,1-dimethylethyl 7-{[(1-methylethyl)amino]carbonyl}-1,2,4,5-tetrahydro-3H-3-benzazepine-3-carboxylate), CN(C)C=O (DMF). Run in C1CCOC1 (THF). Reaction conditions: temperature -40 celsius, time 1 hour. The product is OC1N(C(C=2C=C3C(=CC12)CCN(CC3)C(=O)OC(C)(C)C)=O)C(C)C (1,1-dimethylethyl 1-hydroxy-2-(1-methylethyl)-3-oxo-2,3,5,6,8,9-hexahydroazepino[4,5-f]isoindole-7(1-H)-carboxylate). Yield: 97.0%. As a reaction SMILES: [CH3:1][CH:2]([NH:4][C:5]([C:7]1[CH:24]=[CH:23][C:10]2[CH2:11][CH2:12][N:13]([C:16]([O:18][C:19]([CH3:22])([CH3:21])[CH3:20])=[O:17])[CH2:14][CH2:15][C:9]=2[CH:8]=1)=[O:6])[CH3:3].[Li]C(C)(C)C.CN([CH:33]=[O:34])C>C1COCC1>[OH:34][CH:33]1[C:24]2[CH:23]=[C:10]3[CH2:11][CH2:12][N:13]([C:16]([O:18][C:19]([CH3:22])([CH3:21])[CH3:20])=[O:17])[CH2:14][CH2:15][C:9]3=[CH:8][C:7]=2[C:5](=[O:6])[N:4]1[CH:2]([CH3:1])[CH3:3]. Reported procedure: To a solution of 1,1-dimethylethyl 7-{[(1-methylethyl)amino]carbonyl}-1,2,4,5-tetrahydro-3H-3-benzazepine-3-carboxylate (0.95 g, 1 eq) in THF (50 ml), cooled to −78° C. under nitrogen atmosphere, t-BuLi (1.7 M pentane solution, 3.7 ml) was added over a 20 min period, then the mixture was allowed to warm to −40° C. and stirred for 1 h at that temperature. Anhydrous DMF (0.27 ml) was added dropwise, then the mixture was allowed to warm to room temperature and quenched with a saturated aqueous solu...